This data is from the Open Reaction Database (ORD), a public repository of structured organic reaction records. The task is: describe an organic reaction: reactants, conditions, products, and yield The reactants are ClC1=CC=C(C(=O)NC(CC(=O)OCC)C(=O)C=2SC=CC2)C=C1 (ethyl 3-(4-chlorobenzoylamino)-3-(2-thienylcarbonyl)propionate), P(=O)(Cl)(Cl)Cl (phosphorus oxychloride). The solvent is CN(C=O)C (dimethylformamide). The product is ClC1=CC=C(C=C1)C=1OC(=C(N1)CC(=O)OCC)C=1SC=CC1 (ethyl 2-[2-(4-chlorophenyl)-5-(2-thienyl)-4-oxazolyl]acetate). Isolated yield 82.6%. RXN SMILES: [Cl:1][C:2]1[CH:24]=[CH:23][C:5]([C:6]([NH:8][CH:9]([C:16]([C:18]2[S:19][CH:20]=[CH:21][CH:22]=2)=[O:17])[CH2:10][C:11]([O:13][CH2:14][CH3:15])=[O:12])=O)=[CH:4][CH:3]=1.P(Cl)(Cl)(Cl)=O>CN(C)C=O>[Cl:1][C:2]1[CH:24]=[CH:23][C:5]([C:6]2[O:17][C:16]([C:18]3[S:19][CH:20]=[CH:21][CH:22]=3)=[C:9]([CH2:10][C:11]([O:13][CH2:14][CH3:15])=[O:12])[N:8]=2)=[CH:4][CH:3]=1. Procedure details: 2.8 g of ethyl 3-(4-chlorobenzoylamino)-3-(2-thienylcarbonyl)propionate, 10 ml of dimethylformamide and 1.4 g of phosphorus oxychloride are treated in the same manner as described in Example 1. 2.2 g of ethyl 2-[2-(4-chlorophenyl)-5-(2-thienyl)-4-oxazolyl]acetate are thereby obtained. The reactants are ClCl (chlorine), C(Cl)(Cl)(Cl)Cl (carbon tetrachloride), C(=C)C1OCC(O1)CCCCO (2-vinyl-4-(4-hydroxybutyl)-1,3-dioxolane), ClCl (chlorine). Reaction conditions: time 8 hour. Product: ClC(CCl)C1OCC(O1)CCCCO (2-(1,2-dichloroethyl)-4-(4-hydroxybutyl)-1,3-dioxolane). RXN SMILES: [Cl:1]Cl.[CH:3]([CH:5]1[O:9][CH:8]([CH2:10][CH2:11][CH2:12][CH2:13][OH:14])[CH2:7][O:6]1)=C.[C:15]([Cl:19])(Cl)(Cl)Cl>>[Cl:1][CH:3]([CH:5]1[O:9][CH:8]([CH2:10][CH2:11][CH2:12][CH2:13][OH:14])[CH2:7][O:6]1)[CH2:15][Cl:19]. Procedure details: Liquid chlorine (228 ml.; 5 moles) was added to a solution of Comonomer B (860 grams; 5 moles), that is, 2-vinyl-4-(4-hydroxybutyl)-1,3-dioxolane, in 3600 ml. of carbon tetrachloride over a period of 4.5 hours while maintaining the temperature at 20°-30° C. by means of intermittent cooling with an ice-bath. When the addition of chlorine was complete, the mixture was stirred at ambient temperature overnight. After removal of solvent by heating the mixture at 51° C. and 1 mm. mercury pressure for ... Solvent: CN(C=O)C (dimethylformamide). Product: CNC1=C(C=C(C=C1)C(F)(F)F)[N+](=O)[O-] (4-methylamino-3-nitrobenzotrifluoride). Starting materials: CN (methylamine), FC1=C(C=C(C=C1)C(F)(F)F)[N+](=O)[O-] (4-fluoro-3-nitrobenzotrifluoride). Procedure details: A stream of methylamine was bubbled through a solution of 1.3 g (6.2 mmol) 4-fluoro-3-nitrobenzotrifluoride in 25 ml dimethylformamide at 25° C. for 5 min. Stirring was continued at 25° C. for 2 h, and then the reaction mixture was evaporated in vacuo. The residue was stirred with water, and the precipitate was filtered off to give 1.17 g (86%) 4-methylamino-3-nitrobenzotrifluoride. NMR (CDCl3): 8.4 (1H, s), 8.2 (1H, broad s), 7.6 (1H, dd), 6.9 (1H, d), 3.1 (3H, d). As a reaction SMILES: [CH3:1][NH2:2].F[C:4]1[CH:9]=[CH:8][C:7]([C:10]([F:13])([F:12])[F:11])=[CH:6][C:5]=1[N+:14]([O-:16])=[O:15]>CN(C)C=O>[CH3:1][NH:2][C:4]1[CH:9]=[CH:8][C:7]([C:10]([F:13])([F:12])[F:11])=[CH:6][C:5]=1[N+:14]([O-:16])=[O:15]. Isolated yield 86.0%. Conditions: time 2 hour. Reactants: FC1=CC=C(C=C1)C1C(CNCC1)O ((3RS,4RS)-4-(4-fluorophenyl)-piperidin-3-ol), C([O-])([O-])=O.[Na+].[Na+] (sodium carbonate), C(C1=CC=CC=C1)Br (benzyl bromide). Solvent: C(C)O (ethanol), C(C)O (ethanol). The product is C(C1=CC=CC=C1)N1CC(C(CC1)C1=CC=C(C=C1)F)O ((3RS,4RS)-1-benzyl-4-(4-fluoro-phenyl)-piperidin-3-ol). Yield: 74.2%. RXN SMILES: [F:1][C:2]1[CH:7]=[CH:6][C:5]([CH:8]2[CH2:13][CH2:12][NH:11][CH2:10][CH:9]2[OH:14])=[CH:4][CH:3]=1.C(=O)([O-])[O-].[Na+].[Na+].[CH2:21](Br)[C:22]1[CH:27]=[CH:26][CH:25]=[CH:24][CH:23]=1>C(O)C>[CH2:21]([N:11]1[CH2:12][CH2:13][CH:8]([C:5]2[CH:6]=[CH:7][C:2]([F:1])=[CH:3][CH:4]=2)[CH:9]([OH:14])[CH2:10]1)[C:22]1[CH:27]=[CH:26][CH:25]=[CH:24][CH:23]=1 |f:1.2.3|. Procedure details: A solution of 4.00 g (20.5 mmol) of (3RS,4RS)-4-(4-fluorophenyl)-piperidin-3-ol in 150 ml of ethanol was treated with 2.80 g (26.4 mmol) of sodium carbonate and refluxed. A solution of 2.50 ml (21.1 mmol) of benzyl bromide in 50 ml of ethanol was added dropwise within one hour and thereafter the mixture was held at reflux temperature for 2 hours. The pale brownish suspension was filtered and the filtrate was concentrated under reduced pressure. Subsequently, the residue was partitioned between m... Starting materials: OC=1C=C(C(=O)OCC)C=CC1 (ethyl 3-hydroxybenzoate), FCCCl (1-fluoro-2-chloroethane), C([O-])([O-])=O.[K+].[K+] (potassium carbonate), CN(C=O)C (dimethylformamide). The solvent is O (water). Conditions: time 4 hour. Yields the product FCCOC=1C=C(C(=O)OCC)C=CC1 (ethyl 3-(2-fluoroethoxy)benzoate). Yield: 85.1%. Reaction SMILES: [OH:1][C:2]1[CH:3]=[C:4]([CH:10]=[CH:11][CH:12]=1)[C:5]([O:7][CH2:8][CH3:9])=[O:6].[F:13][CH2:14][CH2:15]Cl.C(=O)([O-])[O-].[K+].[K+].CN(C)C=O>O>[F:13][CH2:14][CH2:15][O:1][C:2]1[CH:3]=[C:4]([CH:10]=[CH:11][CH:12]=1)[C:5]([O:7][CH2:8][CH3:9])=[O:6] |f:2.3.4|. Procedure: Thirty grams of ethyl 3-hydroxybenzoate, 14.9 g of 1-fluoro-2-chloroethane and 37.4 g of anhydrous potassium carbonate were added to 130 ml of dimethylformamide. With stirring, the reaction was carried out at 120° C. for 4 hours. The reaction mixture was cooled to room temperature, poured into water, and extracted with toluene. The toluene layer was washed with water, and dried over anhydrous sodium sulfate. Toluene was evaporated under reduced pressure to give 32.6 g of crude ethyl 3-(2-fluoroe...